describe an organic reaction: reactants, conditions, products, and yield From a dataset of the Open Reaction Database (ORD), a public repository of structured organic reaction records. Reactants: O[C@H]1C2=C(N(CCC1)C(=O)OC(C)(C)C)C=C(C(=C2)C)C(F)(F)F ((R)-tert-butyl 5-hydroxy-7-methyl-8-trifluoromethyl-2,3,4,5-tetrahydrobenzo[b]azepine-1-carboxylate), C1(=CC=CC=C1)P(=O)(C1=CC=CC=C1)N=[N+]=[N-] (diphenylphosphoryl azide), C1CCC2=NCCCN2CC1 (DBU). The solvent is C1(=CC=CC=C1)C (toluene). Yields the product N(=[N+]=[N-])[C@@H]1C2=C(N(CCC1)C(=O)OC(C)(C)C)C=C(C(=C2)C)C(F)(F)F ((S)-tert-Butyl 5-azido-7-methyl-8-trifluoromethyl-2,3,4,5-tetrahydrobenzo[b]azepine-1-carboxylate). Yield: 84.2%. Reaction SMILES: O[C@@H:2]1[CH2:8][CH2:7][CH2:6][N:5]([C:9]([O:11][C:12]([CH3:15])([CH3:14])[CH3:13])=[O:10])[C:4]2[CH:16]=[C:17]([C:21]([F:24])([F:23])[F:22])[C:18]([CH3:20])=[CH:19][C:3]1=2.C1(P([N:39]=[N+:40]=[N-:41])(C2C=CC=CC=2)=O)C=CC=CC=1.C1CCN2C(=NCCC2)CC1>C1(C)C=CC=CC=1>[N:39]([C@H:2]1[CH2:8][CH2:7][CH2:6][N:5]([C:9]([O:11][C:12]([CH3:15])([CH3:14])[CH3:13])=[O:10])[C:4]2[CH:16]=[C:17]([C:21]([F:24])([F:23])[F:22])[C:18]([CH3:20])=[CH:19][C:3]1=2)=[N+:40]=[N-:41]. Procedure details: Heat a mixture of (R)-tert-butyl 5-hydroxy-7-methyl-8-trifluoromethyl-2,3,4,5-tetrahydrobenzo[b]azepine-1-carboxylate (1.60 g, 4.65 mmol), diphenylphosphoryl azide (DPPA, 1.4 mL, 6.50 mmol) and DBU (1.0 mL, 6.50 mmol) in toluene (20 mL) at 65° C. under nitrogen for 12 h. Add silica gel to the cooled mixture and remove the solvents under reduced pressure. Purify the residue by column chromatography, eluting with ethyl acetate/hexanes (1:2), to provide the title compound as a colorless oil (1.45 g... Reactants: CN1C(CC[C@@]2(C3=C(CC[C@@H]12)C=C(C=C3)Br)C)=O ((+)-(4aR)-(10bR)-4-methyl-8-bromo-10b-methyl-1,2,3,4,4a,5,6,10b-octahydrobenzo[f]quinolin-3-one), C(CC)N(CC1CC1)C1=CC=C(C2=CC=CC=C12)B(O)O (4-(N-propyl,N-cyclopropylmethylamino)-1-naphthylboronic acid), C([O-])([O-])=O.[Na+].[Na+] (sodium carbonate). Reagents/catalysts: [Pd].C1(=CC=CC=C1)P(C1=CC=CC=C1)C1=CC=CC=C1.C1(=CC=CC=C1)P(C1=CC=CC=C1)C1=CC=CC=C1.C1(=CC=CC=C1)P(C1=CC=CC=C1)C1=CC=CC=C1.C1(=CC=CC=C1)P(C1=CC=CC=C1)C1=CC=CC=C1 (tetrakis(triphenylphosphine) palladium (0)). Solvent: C(Cl)(Cl)Cl (chloroform). Yields the product CN1C(CC[C@@]2(C3=C(CC[C@@H]12)C=C(C=C3)C3=CC=C(C1=CC=CC=C31)N(CC3CC3)CCC)C)=O ((+)-(4aR)-(10bR)-4-methyl-8-(4-[N-propyl,N-cyclopropylmethylamino]-1-naphthyl)-10b-methyl-1,2,3,4,4a,5,6,10b-octahydrobenzo[f]quinolin-3-one). The yield is 63.6%. Reaction SMILES: [CH3:1][N:2]1[C@H:11]2[C@@:6]([CH3:17])([C:7]3[CH:15]=[CH:14][C:13](Br)=[CH:12][C:8]=3[CH2:9][CH2:10]2)[CH2:5][CH2:4][C:3]1=[O:18].[CH2:19]([N:22]([C:27]1[C:36]2[C:31](=[CH:32][CH:33]=[CH:34][CH:35]=2)[C:30](B(O)O)=[CH:29][CH:28]=1)[CH2:23][CH:24]1[CH2:26][CH2:25]1)[CH2:20][CH3:21].C(=O)([O-])[O-].[Na+].[Na+]>C(Cl)(Cl)Cl.[Pd].C1(P(C2C=CC=CC=2)C2C=CC=CC=2)C=CC=CC=1.C1(P(C2C=CC=CC=2)C2C=CC=CC=2)C=CC=CC=1.C1(P(C2C=CC=CC=2)C2C=CC=CC=2)C=CC=CC=1.C1(P(C2C=CC=CC=2)C2C=CC=CC=2)C=CC=CC=1>[CH3:1][N:2]1[C@H:11]2[C@@:6]([CH3:17])([C:7]3[CH:15]=[CH:14][C:13]([C:30]4[C:31]5[C:36](=[CH:35][CH:34]=[CH:33][CH:32]=5)[C:27]([N:22]([CH2:19][CH2:20][CH3:21])[CH2:23][CH:24]5[CH2:25][CH2:26]5)=[CH:28][CH:29]=4)=[CH:12][C:8]=3[CH2:9][CH2:10]2)[CH2:5][CH2:4][C:3]1=[O:18] |f:2.3.4,6.7.8.9.10|. Procedure details: A 15 mL round bottom flask was charged with (+)-(4aR)-(10bR)-4-methyl-8-bromo-10b-methyl-1,2,3,4,4a,5,6,10b-octahydrobenzo[f]quinolin-3-one (200 mg, 0.65 mmol), tetrakis(triphenylphosphine) palladium (0) (23 mg, 0.02 mmol), 4-(N-propyl,N-cyclopropylmethylamino)-1-naphthylboronic acid (249 mg, 0.78 mmol), 1.8 mL of 2M sodium carbonate solution and 2 mL of THP, fitted with a reflux condenser, and the stirred mixture was heated at 80°, under nitrogen, for 24 h. The mixture was cooled, diluted with ... Starting materials: C(=C/CCCCCCCCCCC)/C=1C=C(NC1)C(=O)OC (methyl 4-(1-cis-tridecenyl)pyrrole-2-carboxylate), S(O)(O)(=O)=O (sulfuric acid), solution, [OH-].[Na+] (sodium hydroxide). Solvent: C(C)O (ethanol). The product is C(=C/CCCCCCCCCCC)/C=1C=C(NC1)C(=O)O (4-(1-cis-tridecenyl)pyrrole-2-carboxylic acid). Isolated yield 44.7%. Reaction SMILES: [OH-].[Na+].[CH:3](/[C:16]1[CH:17]=[C:18]([C:21]([O:23]C)=[O:22])[NH:19][CH:20]=1)=[CH:4]/[CH2:5][CH2:6][CH2:7][CH2:8][CH2:9][CH2:10][CH2:11][CH2:12][CH2:13][CH2:14][CH3:15].S(=O)(=O)(O)O>C(O)C>[CH:3](/[C:16]1[CH:17]=[C:18]([C:21]([OH:23])=[O:22])[NH:19][CH:20]=1)=[CH:4]/[CH2:5][CH2:6][CH2:7][CH2:8][CH2:9][CH2:10][CH2:11][CH2:12][CH2:13][CH2:14][CH3:15] |f:0.1|. Procedure: An aqueous solution (25 ml) containing 860 mg (20.4 mmol) of 95% sodium hydroxide was added to an ethanol solution (50 ml) of 3.10 g (10.2 mmol) of methyl 4-(1-cis-tridecenyl)pyrrole-2-carboxylate prepared in Example 46, and the whole was heated under reflux for 1 hour. The reaction mixture was acidified with 6N sulfuric acid and extracted with ethyl acetate. The extract was washed with an aqueous saturated solution of sodium chloride, dried over anhydrous magnesium sulfate and treated with acti...